From a dataset of the Open Reaction Database (ORD), a public repository of structured organic reaction records. describe an organic reaction: reactants, conditions, products, and yield Reactants: CCN=C=NCCCN(C)C, CCN(C(C)C)C(C)C, Cl, O=C(O)C(F)(F)F, NCC(=O)N1CCN(C(=O)c2ccccc2C(F)(F)F)CC1, CN(C)C=O, O, On1nnc2ccccc21, O=C(O)Cc1ccccc1. The product is O=C(Cc1ccccc1)NCC(=O)N1CCN(C(=O)c2ccccc2C(F)(F)F)CC1. Reaction SMILES: [CH3:49][CH2:50][N:51]=[C:52]=[N:53][CH2:54][CH2:55][CH2:56][N:57]([CH3:58])[CH3:59].[CH:1]([N:2]([CH2:3][CH3:4])[CH:5]([CH3:6])[CH3:7])([CH3:8])[CH3:9].[ClH:60].[F:32][C:33]([F:34])([F:35])[C:36]([OH:37])=[O:38].[NH2:10][CH2:11][C:12](=[O:13])[N:14]1[CH2:15][CH2:16][N:17]([C:20]([c:21]2[c:22]([C:27]([F:28])([F:29])[F:30])[cH:23][cH:24][cH:25][cH:26]2)=[O:31])[CH2:18][CH2:19]1.[O:71]=[CH:72][N:73]([CH3:74])[CH3:75].[OH2:76].[OH:39][n:40]1[c:41]2[c:42]([cH:43][cH:44][cH:45][cH:46]2)[n:47][n:48]1.[c:61]1([CH2:67][C:68](=[O:69])[OH:70])[cH:62][cH:63][cH:64][cH:65][cH:66]1>>[NH:10]([CH2:11][C:12](=[O:13])[N:14]1[CH2:15][CH2:16][N:17]([C:20]([c:21]2[c:22]([C:27]([F:28])([F:29])[F:30])[cH:23][cH:24][cH:25][cH:26]2)=[O:31])[CH2:18][CH2:19]1)[C:68]([CH2:67][c:61]1[cH:62][cH:63][cH:64][cH:65][cH:66]1)=[O:69].